The task is: describe an organic reaction: reactants, conditions, products, and yield. This data is from the Open Reaction Database (ORD), a public repository of structured organic reaction records. Isolated yield 54.0%. The solvent is ClCCl (dichloromethane). Reaction SMILES: [C:1]([C:4]1[N:9]=[N:8][C:7]([NH:10][C@@H:11]2[CH2:16][CH2:15][CH2:14][CH2:13][C@@H:12]2[NH:17]C(=O)OC(C)(C)C)=[CH:6][C:5]=1[NH:25][C:26]1[CH:31]=[C:30]([CH3:32])[CH:29]=[C:28]([CH:33]([CH3:35])[CH3:34])[N:27]=1)(=[O:3])[NH2:2].FC(F)(F)C(O)=O>ClCCl>[NH2:17][C@H:12]1[CH2:13][CH2:14][CH2:15][CH2:16][C@H:11]1[NH:10][C:7]1[N:8]=[N:9][C:4]([C:1]([NH2:2])=[O:3])=[C:5]([NH:25][C:26]2[CH:31]=[C:30]([CH3:32])[CH:29]=[C:28]([CH:33]([CH3:35])[CH3:34])[N:27]=2)[CH:6]=1. Product: N[C@@H]1[C@@H](CCCC1)NC1=CC(=C(N=N1)C(=O)N)NC1=NC(=CC(=C1)C)C(C)C (6-((1R,2S)-2-aminocyclohexylamino)-4-(6-isopropyl-4-methylpyridin-2-ylamino)pyridazine-3-carboxamide). Procedure details: To a solution of tert-butyl (1S,2R)-2-(6-carbamoyl-5-(6-isopropyl-4-methylpyridin-2-ylamino)pyridazin-3-ylamino)cyclohexylcarbamate (35 mg, 72.4 μmol) in dichloromethane (1.1 mL) was added trifluoroacetic acid (165 mg, 112 μL, 1.45 mmol) and the mixture stirred at room temperature for 20 h. The mixture was concentrated in vacuo and then the residue diluted with dichloromethane and a few drops of 25% aqueous NH4OH added until the mixture was measured at pH˜8. The mixture was then washed with wate... Starting materials: C(N)(=O)C1=C(C=C(N=N1)N[C@H]1[C@H](CCCC1)NC(OC(C)(C)C)=O)NC1=NC(=CC(=C1)C)C(C)C (tert-butyl (1S,2R)-2-(6-carbamoyl-5-(6-isopropyl-4-methylpyridin-2-ylamino)pyridazin-3-ylamino)cyclohexylcarbamate), FC(C(=O)O)(F)F (trifluoroacetic acid). Conditions: time 20 hour.